Dataset: the Open Reaction Database (ORD), a public repository of structured organic reaction records. Task: describe an organic reaction: reactants, conditions, products, and yield Reactants: C([O-])([O-])=O.[K+].[K+] (potassium carbonate), C1COCCOCCOCCOCCOCCO1 (18-crown-6), C(CC=C)Br (3-butenyl bromide), COC=1C=C(C=CC1)C(=O)C=1NC=C(N1)C1=CC=CC=C1 ((3-Methoxyphenyl)(4-phenyl-1H-imidazol-2-yl)methanone). Run in CN(C)C=O (DMF), O (water). Conditions: temperature 80 celsius, time 5 hour. The product is C(CC=C)N1C(=NC(=C1)C1=CC=CC=C1)C(=O)C1=CC(=CC=C1)OC ((1-But-3-en-1-yl-4-phenyl-1H-imidazol-2-yl) (3-methoxyphenyl)methanone). Yield: 93.0%. As a reaction SMILES: [CH3:1][O:2][C:3]1[CH:4]=[C:5]([C:9]([C:11]2[NH:12][CH:13]=[C:14]([C:16]3[CH:21]=[CH:20][CH:19]=[CH:18][CH:17]=3)[N:15]=2)=[O:10])[CH:6]=[CH:7][CH:8]=1.C(=O)([O-])[O-].[K+].[K+].C1OCCOCCOCCOCCOCCOC1.[CH2:46](Br)[CH2:47][CH:48]=[CH2:49]>CN(C=O)C.O>[CH2:49]([N:12]1[CH:13]=[C:14]([C:16]2[CH:21]=[CH:20][CH:19]=[CH:18][CH:17]=2)[N:15]=[C:11]1[C:9]([C:5]1[CH:6]=[CH:7][CH:8]=[C:3]([O:2][CH3:1])[CH:4]=1)=[O:10])[CH2:48][CH:47]=[CH2:46] |f:1.2.3|. Procedure: (3-Methoxyphenyl)(4-phenyl-1H-imidazol-2-yl)methanone (278 mg, 1.00 mmol) was dissolved in DMF (3 ml), and thereto were added potassium carbonate (207 mg, 1.50 mmol), 18-crown-6 (26.4 mg, 0.100 mmol), 3-butenyl bromide (162 mg, 1.20 mmol), and the mixture was stirred at 80° C. for 5 hours. The reaction solution was cooled to room temperature, and thereto was added water. The mixture was extracted with ethyl acetate, and the solvent was evaporated under reduced pressure. The resulting residue was... Reactants: ClC=1NC2=CC(=C(C=C2CC1C=O)F)F (2-chloro-6,7-difluoro-3-formyl-1,4-dihydro quinoline), [Mn](=O)(=O)(=O)[O-].[K+] (potassium permanganate), S(=O)([O-])S(=O)[O-].[Na+].[Na+] (Sodium dithionite). Solvent: [OH-].[K+] (potassium hydroxide), O (water). Reaction conditions: time 30 minute. Yields the product ClC1=NC2=CC(=C(C=C2C=C1C(=O)O)F)F (2-Chloro-6,7-difluoro-3-quinolinecarboxylic acid). The yield is 91.3%. RXN SMILES: [Mn]([O-])(=O)(=O)=O.[K+].[Cl:7][C:8]1[NH:9][C:10]2[C:15]([CH2:16][C:17]=1[CH:18]=[O:19])=[CH:14][C:13]([F:20])=[C:12]([F:21])[CH:11]=2.S(S([O-])=O)([O-])=[O:23].[Na+].[Na+]>O.[OH-].[K+]>[Cl:7][C:8]1[C:17]([C:18]([OH:23])=[O:19])=[CH:16][C:15]2[C:10](=[CH:11][C:12]([F:21])=[C:13]([F:20])[CH:14]=2)[N:9]=1 |f:0.1,3.4.5,7.8|. Procedure: A solution of potassium permanganate (115 g) in water (1.215 liters) is added in the course of 1 hour to a stirred suspension, cooled to 10° C., of 2-chloro-6,7-difluoro-3-formyl-1,4-dihydro quinoline (70.18 g) in N aqueous potassium hydroxide solution (970 cc) while the temperature is maintained at between 10° and 14° C. The temperature is allowed to rise to approximately 20° C. and the mixture is stirred for a further 30 minutes at this temperature. Sodium dithionite (38.5 g) is added and the ...